Dataset: the Open Reaction Database (ORD), a public repository of structured organic reaction records. Task: describe an organic reaction: reactants, conditions, products, and yield Starting materials: NC1=C2CC[C@H]3[C@@H]4CC[C@@H]([C@@]4(C)CC[C@@H]3[C@]2(CCC1=O)C)C(=O)NC(C)(C)C (4-amino-N-(1,1-dimethylethyl)-3-oxoandrost-4-ene-17β-carboxamide), C(C)(=O)OC(C)=O (acetic anhydride), O (Water). Run in N1=CC=CC=C1 (pyridine). Run at time 3 hour. Yields the product C(C)(=O)NC1=C2CC[C@H]3[C@@H]4CC[C@@H]([C@@]4(C)CC[C@@H]3[C@]2(CCC1=O)C)C(=O)NC(C)(C)C (4-acetamido-N-(1,1-dimethylethyl)-3-oxoandrost-4-ene-17β-carboxamide). RXN SMILES: [NH2:1][C:2]1[C:19](=[O:20])[CH2:18][CH2:17][C@@:16]2([CH3:21])[C:3]=1[CH2:4][CH2:5][C@@H:6]1[C@@H:15]2[CH2:14][CH2:13][C@@:11]2([CH3:12])[C@H:7]1[CH2:8][CH2:9][C@@H:10]2[C:22]([NH:24][C:25]([CH3:28])([CH3:27])[CH3:26])=[O:23].O.[C:30](OC(=O)C)(=[O:32])[CH3:31]>N1C=CC=CC=1>[C:30]([NH:1][C:2]1[C:19](=[O:20])[CH2:18][CH2:17][C@@:16]2([CH3:21])[C:3]=1[CH2:4][CH2:5][C@@H:6]1[C@@H:15]2[CH2:14][CH2:13][C@@:11]2([CH3:12])[C@H:7]1[CH2:8][CH2:9][C@@H:10]2[C:22]([NH:24][C:25]([CH3:28])([CH3:27])[CH3:26])=[O:23])(=[O:32])[CH3:31]. Procedure: A solution of 4-amino-N-(1,1-dimethylethyl)-3-oxoandrost-4-ene-17β-carboxamide (0.9 g, 2.34 mmole) in acetic anhydride (3mL) and pyridine (6 mL) is stirred overnight at room temperature. Water is added and the mixture is stirred for 3 hours. The solids are collected by filtration to give a brown solid which is purified by flash chromatography (hexane-50% ethyl acetate then ethyl acetate) to give 4-acetamido-N-(1,1-dimethylethyl)-3-oxoandrost-4-ene-17β-carboxamide. This compound has the following... Reactants: CC(=O)O[BH-](OC(C)=O)OC(C)=O, O=C([O-])O, C=O, CC(Cl)Cl, COCCCC1CN(C2=Nc3ccc(F)cc3Nc3ccc(C(F)(F)F)cc32)CCN1, [Na+], [Na+]. The product is COCCCC1CN(C2=Nc3ccc(F)cc3Nc3ccc(C(F)(F)F)cc32)CCN1C. Reaction SMILES: [C:34]([O:35][BH-:36]([O:37][C:38](=[O:39])[CH3:40])[O:41][C:42](=[O:43])[CH3:44])(=[O:45])[CH3:46].[C:52](=[O:53])([OH:54])[O-:55].[CH2:32]=[O:33].[Cl:48][CH:49]([Cl:50])[CH3:51].[F:1][c:2]1[cH:3][c:4]2[c:5]([cH:30][cH:31]1)[N:6]=[C:7]([N:19]1[CH2:20][CH:21]([CH2:25][CH2:26][CH2:27][O:28][CH3:29])[NH:22][CH2:23][CH2:24]1)[c:8]1[c:9]([cH:11][cH:12][c:13]([C:15]([F:16])([F:17])[F:18])[cH:14]1)[NH:10]2.[Na+:47].[Na+:56]>>[F:1][c:2]1[cH:3][c:4]2[c:5]([cH:30][cH:31]1)[N:6]=[C:7]([N:19]1[CH2:20][CH:21]([CH2:25][CH2:26][CH2:27][O:28][CH3:29])[N:22]([CH3:34])[CH2:23][CH2:24]1)[c:8]1[c:9]([cH:11][cH:12][c:13]([C:15]([F:16])([F:17])[F:18])[cH:14]1)[NH:10]2. Yields the product CN1CCN(CC1)C(NN)=S (4-methylpiperazine-1-carbothiohydrazide). RXN SMILES: O.[NH2:2]N.[N:4]1([C:9]([N:11]2[CH2:16][CH2:15][N:14]([CH3:17])[CH2:13][CH2:12]2)=[S:10])C=CN=C1>C(O)C>[CH3:17][N:14]1[CH2:15][CH2:16][N:11]([C:9](=[S:10])[NH:4][NH2:2])[CH2:12][CH2:13]1 |f:0.1|. The yield is 61.4%. Solvent: C(C)O (ethanol). Reported procedure: 4-methylpiperazine-1-carbothiohydrazide (intermediate 6) can be formed according to the following scheme. Hydrazine hydrate (MW 50.06, 0.26 ml, 5.44 mmol, 1.1 eq) was added to a solution of imidazol-1-yl-(4-methyl-piperazin-1-yl)-methanethione (3; MW 210.30, 1.040 g, 4.95 mmol, 1 eq) in 30 ml ethanol at room temperature. The reaction mixture was stirred under reflux for 2 hours. This organic solution was concentrated. The solid thus obtained was triturated with diethyl ether and filtered to yiel... Reactants: O.NN (Hydrazine hydrate), N1(C=NC=C1)C(=S)N1CCN(CC1)C (Imidazol-1-yl-(4-methyl-piperazin-1-yl)-methanethione). Starting materials: C(C)(=O)NC1=CC=C(C=O)C=C1 (4-acetamidobenzaldehyde), CC(CC(=O)O)C(=O)C (β-methyl levulinic acid), N1CCCCC1 (piperidine). Solvent: C1(=CC=CC=C1)C (toluene), O1CCCC1 (tetrahydrofuran). Product: C(C)(=O)NC1=CC=C(C=C1)C=CC(C(CC(=O)O)C)=O (6-[4(acetylamino) phenyl]-3-methyl-4-oxo-5-hexenoic acid). The yield is 51.6%. As a reaction SMILES: [C:1]([NH:4][C:5]1[CH:12]=[CH:11][C:8]([CH:9]=O)=[CH:7][CH:6]=1)(=[O:3])[CH3:2].[CH3:13][CH:14]([C:19]([CH3:21])=[O:20])[CH2:15][C:16]([OH:18])=[O:17].N1CCCCC1>C1(C)C=CC=CC=1.O1CCCC1>[C:1]([NH:4][C:5]1[CH:12]=[CH:11][C:8]([CH:9]=[CH:21][C:19](=[O:20])[CH:14]([CH3:13])[CH2:15][C:16]([OH:18])=[O:17])=[CH:7][CH:6]=1)(=[O:3])[CH3:2]. Procedure details: A solution of 8.2 g (0.05 mol) of 4-acetamidobenzaldehyde, 7.2 g (0.055 mol) of β-methyl levulinic acid, 6.3 g (0.075 mol) of piperidine in a mixture of 125 ml of toluene and 75 ml of tetrahydrofuran is heated under relux with a Dean Stark apparatus for two hours. The solution is evaporated under vacuo and the residue is taken up with dilute aqueous K2CO3 solution. The insoluble material is extracted with ether and discarded. The pH of the solution is adjusted to 5.6 and the gummy material is ex... Starting materials: CC(=O)O, O=[N+]([O-])c1ccc(S)c(Cl)c1, [Fe]. Product: Nc1ccc(S)c(Cl)c1. As a reaction SMILES: [CH3:13][C:14](=[O:15])[OH:16].[Cl:1][c:2]1[c:3]([SH:11])[cH:4][cH:5][c:6]([N+:8]([O-:9])=[O:10])[cH:7]1.[Fe:12]>>[Cl:1][c:2]1[c:3]([SH:11])[cH:4][cH:5][c:6]([NH2:8])[cH:7]1. Reaction conditions: temperature 110 celsius. Reported procedure: 2-[(2-Bromo-pyridin-4-ylmethyl)-amino]-6-fluoro-N-(2-methyl-2H-indazol-6-yl)-benzamide (227 mg, 0.5 mmol) was suspended in dioxane (4 mL) and treated consecutively with DMF (1.6 mL), Pd2dba3 (13 mg, 0.013 mmol), Xantphos (18 mg, 0.031 mmol), cesium carbonate (193 mg, 0.59 mmol) and morpholine-4-carboxylic acid amide (244 mg, 0.75 mmol). The reaction mixture was placed under an argon atmosphere and heated for 3 hours at 110° C. (bath temperature). On cooling the reaction was partitioned between E... Yield: 52.4%. As a reaction SMILES: Br[C:2]1[CH:7]=[C:6]([CH2:8][NH:9][C:10]2[CH:28]=[CH:27][CH:26]=[C:25]([F:29])[C:11]=2[C:12]([NH:14][C:15]2[CH:16]=[CH:17][C:18]3[C:22]([CH:23]=2)=[N:21][N:20]([CH3:24])[CH:19]=3)=[O:13])[CH:5]=[CH:4][N:3]=1.CC1(C)C2C(=C(P(C3C=CC=CC=3)C3C=CC=CC=3)C=CC=2)OC2C(P(C3C=CC=CC=3)C3C=CC=CC=3)=CC=CC1=2.C(=O)([O-])[O-].[Cs+].[Cs+].[N:78]1([C:84]([NH2:86])=[O:85])[CH2:83][CH2:82][O:81][CH2:80][CH2:79]1>O1CCOCC1.C1C=CC(/C=C/C(/C=C/C2C=CC=CC=2)=O)=CC=1.C1C=CC(/C=C/C(/C=C/C2C=CC=CC=2)=O)=CC=1.C1C=CC(/C=C/C(/C=C/C2C=CC=CC=2)=O)=CC=1.[Pd].[Pd].CN(C=O)C>[F:29][C:25]1[C:11]([C:12](=[O:13])[NH:14][C:15]2[CH:16]=[CH:17][C:18]3[C:22]([CH:23]=2)=[N:21][N:20]([CH3:24])[CH:19]=3)=[C:10]([NH:9][CH2:8][C:6]2[CH:5]=[CH:4][N:3]=[C:2]([NH:86][C:84]([N:78]3[CH2:83][CH2:82][O:81][CH2:80][CH2:79]3)=[O:85])[CH:7]=2)[CH:28]=[CH:27][CH:26]=1 |f:2.3.4,7.8.9.10.11|. The reactants are BrC1=NC=CC(=C1)CNC1=C(C(=O)NC=2C=CC3=CN(N=C3C2)C)C(=CC=C1)F (2-[(2-Bromo-pyridin-4-ylmethyl)-amino]-6-fluoro-N-(2-methyl-2H-indazol-6-yl)-benzamide), CC1(C2=C(C(=CC=C2)P(C3=CC=CC=C3)C4=CC=CC=C4)OC5=C(C=CC=C51)P(C6=CC=CC=C6)C7=CC=CC=C7)C (Xantphos), C([O-])([O-])=O.[Cs+].[Cs+] (cesium carbonate), N1(CCOCC1)C(=O)N (morpholine-4-carboxylic acid amide). The reagents and catalysts are C=1C=CC(=CC1)/C=C/C(=O)/C=C/C2=CC=CC=C2.C=1C=CC(=CC1)/C=C/C(=O)/C=C/C2=CC=CC=C2.C=1C=CC(=CC1)/C=C/C(=O)/C=C/C2=CC=CC=C2.[Pd].[Pd] (Pd2dba3). The solvent is O1CCOCC1 (dioxane), CN(C)C=O (DMF). Product: FC=1C(=C(C=CC1)NCC1=CC(=NC=C1)NC(=O)N1CCOCC1)C(NC=1C=CC2=CN(N=C2C1)C)=O (morpholine-4-carboxylic acid (4-{[3-fluoro-2-(2-methyl-2H-indazol-6-ylcarbamoyl)-phenylamino]-methyl}-pyridin-2-yl)-amide). Starting materials: ClCCl, CC(C)(C)OC(=O)N1Cc2ccccc2CC1C(=O)NC(Cc1ccc(Cl)cc1)C(=O)N1CCC(c2ccccc2N)CC1, CC(C)(C)OC(=O)NCC=O. Yields the product CC(C)(C)OC(=O)NCCNc1ccccc1C1CCN(C(=O)C(Cc2ccc(Cl)cc2)NC(=O)C2Cc3ccccc3CN2C(=O)OC(C)(C)C)CC1. RXN SMILES: [Cl:56][CH2:57][Cl:58].[NH2:1][c:2]1[c:3]([CH:8]2[CH2:9][CH2:10][N:11]([C:14]([CH:15]([CH2:16][c:17]3[cH:18][cH:19][c:20]([Cl:23])[cH:21][cH:22]3)[NH:24][C:25](=[O:26])[CH:27]3[N:28]([C:37](=[O:38])[O:39][C:40]([CH3:41])([CH3:42])[CH3:43])[CH2:29][c:30]4[cH:31][cH:32][cH:33][cH:34][c:35]4[CH2:36]3)=[O:44])[CH2:12][CH2:13]2)[cH:4][cH:5][cH:6][cH:7]1.[O:45]=[CH:46][CH2:47][NH:48][C:49]([O:50][C:51]([CH3:52])([CH3:53])[CH3:54])=[O:55]>>[NH:1]([c:2]1[c:3]([CH:8]2[CH2:9][CH2:10][N:11]([C:14]([CH:15]([CH2:16][c:17]3[cH:18][cH:19][c:20]([Cl:23])[cH:21][cH:22]3)[NH:24][C:25](=[O:26])[CH:27]3[N:28]([C:37](=[O:38])[O:39][C:40]([CH3:41])([CH3:42])[CH3:43])[CH2:29][c:30]4[cH:31][cH:32][cH:33][cH:34][c:35]4[CH2:36]3)=[O:44])[CH2:12][CH2:13]2)[cH:4][cH:5][cH:6][cH:7]1)[CH2:46][CH2:47][NH:48][C:49]([O:50][C:51]([CH3:52])([CH3:53])[CH3:54])=[O:55].